Dataset: the Open Reaction Database (ORD), a public repository of structured organic reaction records. Task: describe an organic reaction: reactants, conditions, products, and yield The reactants are ClCCCOC1=C2CCC(NC2=CC=C1)=O (5-(3-chloropropoxy)-3,4-dihydrocarbostyril), C(C1=CC=CC=C1)C1CCNCC1 (4-benzylpiperidine). The solvent is C1(=CC=CC=C1)C (toluene). The product is C(C1=CC=CC=C1)C1CCN(CC1)CCCOC1=C2CCC(NC2=CC=C1)=O (5-[3-(4-benzyl-1-piperidyl)propoxy]-3,4-dihydrocarbostyril). The yield is 76.0%. As a reaction SMILES: Cl[CH2:2][CH2:3][CH2:4][O:5][C:6]1[CH:15]=[CH:14][CH:13]=[C:12]2[C:7]=1[CH2:8][CH2:9][C:10](=[O:16])[NH:11]2.[CH2:17]([CH:24]1[CH2:29][CH2:28][NH:27][CH2:26][CH2:25]1)[C:18]1[CH:23]=[CH:22][CH:21]=[CH:20][CH:19]=1>C1(C)C=CC=CC=1>[CH2:17]([CH:24]1[CH2:29][CH2:28][N:27]([CH2:2][CH2:3][CH2:4][O:5][C:6]2[CH:15]=[CH:14][CH:13]=[C:12]3[C:7]=2[CH2:8][CH2:9][C:10](=[O:16])[NH:11]3)[CH2:26][CH2:25]1)[C:18]1[CH:23]=[CH:22][CH:21]=[CH:20][CH:19]=1. Procedure details: 4.8 Grams of 5-(3-chloropropoxy)-3,4-dihydrocarbostyril and 4.2 g of 4-benzylpiperidine were mixed with 40 ml of toluene and the mixture was heated under refluxing condition for 24 hours. After cooling of the reaction mixture, the precipitates thus formed were obtained by filtration and washed with water, then recrystallized from ethanol to obtain 6.3 g (yield: 76%) of 5-[3-(4-benzyl-1-piperidyl)propoxy]-3,4-dihydrocarbostyril as in the form of colorless needle-like crystals. Melting point: 143°...